describe an organic reaction: reactants, conditions, products, and yield From a dataset of the Open Reaction Database (ORD), a public repository of structured organic reaction records. Reactants: O=C(O)C1CC1, [Cl-], NCCc1[nH]c2ccccc2c1-c1ccccc1. The product is O=C(NCCc1[nH]c2ccccc2c1-c1ccccc1)C1CC1. As a reaction SMILES: [CH:20]1([C:23](=[O:24])[OH:25])[CH2:21][CH2:22]1.[Cl-:19].[c:1]1(-[c:7]2[c:8]([CH2:16][CH2:17][NH2:18])[nH:9][c:10]3[cH:11][cH:12][cH:13][cH:14][c:15]23)[cH:2][cH:3][cH:4][cH:5][cH:6]1>>[c:1]1(-[c:7]2[c:8]([CH2:16][CH2:17][NH:18][C:23]([CH:20]3[CH2:21][CH2:22]3)=[O:24])[nH:9][c:10]3[cH:11][cH:12][cH:13][cH:14][c:15]23)[cH:2][cH:3][cH:4][cH:5][cH:6]1. Starting materials: C1(C=2C(C(=O)O1)=CC=CC2)=O (phthalic anhydride), C=C(CCCC#N)CCCC#N (5-methylene-1,9-nonanedinitrile), C1=CC=CC=C1 (benzene). The reagents and catalysts are P(O)(O)(O)=O (phosphoric acid). Solvent: O (water). Reaction conditions: temperature 240 celsius. The product is C1(C=2C(C(N1)=O)=CC=CC2)=O (phthalimide). The yield is 199.4%. RXN SMILES: [C:1]1(=O)[O:6][C:4](=[O:5])[C:3]2=[CH:7][CH:8]=[CH:9][CH:10]=[C:2]12.C=C(CCCC#N)CCCC#[N:18].C1C=CC=CC=1>P(=O)(O)(O)O.O>[C:1]1(=[O:6])[NH:18][C:4](=[O:5])[C:3]2=[CH:7][CH:8]=[CH:9][CH:10]=[C:2]12. Procedure: 225 g (1.52 moles) of phthalic anhydride, 121.5 g (0.75 mole) of 5-methylene-1,9-nonanedinitrile, 300 cc of benzene, 40 g of water and 2 g of phosphoric acid were placed in a 1-liter autoclave. The autoclave was closed, then purged with dry nitrogen. Following purging, the reactor was heated to 240° C for a period of 4 hours. After cooling, the reaction mixture was filtered. The filter solid, after being washed in 300 cc of benzene, filtered and dried, yielded 220 g of phthalimide having a melti... Reactants: C(C)C1=CC=NC=2N1N=CN2 (7-ethyl-1,2,4-triazolo[1,5-a]pyrimidine), BrN1C(CCC1=O)=O (N-bromosuccinimide), C(C1=CC=CC=C1)(=O)OOC(C1=CC=CC=C1)=O (dibenzoylperoxide). Solvent: ClC(Cl)(Cl)Cl (tetrachloromethane). Product: BrC(C)C1=CC=NC=2N1N=CN2 (7-(1-bromoethyl)-1,2,4-triazolo[1,5-a]pyrimidine). Reaction SMILES: [CH2:1]([C:3]1[N:8]2[N:9]=[CH:10][N:11]=[C:7]2[N:6]=[CH:5][CH:4]=1)[CH3:2].[Br:12]N1C(=O)CCC1=O.C(OOC(=O)C1C=CC=CC=1)(=O)C1C=CC=CC=1>ClC(Cl)(Cl)Cl>[Br:12][CH:1]([C:3]1[N:8]2[N:9]=[CH:10][N:11]=[C:7]2[N:6]=[CH:5][CH:4]=1)[CH3:2]. Procedure: A mixture of 7-ethyl-1,2,4-triazolo[1,5-a]pyrimidine (10.5 g), N-bromosuccinimide (12.63 g), dibenzoylperoxide (0.3 g) and tetrachloromethane (270 ml) was heated under reflux for 5 hours with stirring. The mixture was filtered and a crude product was obtained by evaporation of the solvent from the filtrate. This was purified by recrystallisation from tetrachloromethane to give 7-(1-bromoethyl)-1,2,4-triazolo[1,5-a]pyrimidine. Yield 10.8 g. The reactants are Cc1ccc(Br)cc1F, [Li]C(C)(C)C, CN(C)C=O, Cc1ccccc1, [K+], C1CCOC1, O=S(=O)([O-])O. Product: Cc1ccc(C=O)cc1F. As a reaction SMILES: [Br:6][c:7]1[cH:8][c:9]([F:14])[c:10]([CH3:13])[cH:11][cH:12]1.[C:1]([Li:2])([CH3:3])([CH3:4])[CH3:5].[CH3:15][N:16]([CH:17]=[O:18])[CH3:19].[CH3:26][c:27]1[cH:28][cH:29][cH:30][cH:31][cH:32]1.[K+:25].[O:33]1[CH2:34][CH2:35][CH2:36][CH2:37]1.[S:20](=[O:21])(=[O:22])([OH:23])[O-:24]>>[c:7]1([CH:17]=[O:18])[cH:8][c:9]([F:14])[c:10]([CH3:13])[cH:11][cH:12]1. The reactants are N[C@@H](CC)C(=O)O (Abu), N1C(=O)C(=O)C2=CC=CC=C12 (isatin), NC1=C(C(=O)O)C=C(C=N1)Cl (2-amino-5-chloronicotinic acid). Product: NC1=C(C(=O)O)C=CC=N1 (2-aminonicotinic acid), title compound. RXN SMILES: N1C2C(=CC=CC=2)C(=O)C1=O.[NH2:12][C:13]1[N:21]=[CH:20][C:19](Cl)=[CH:18][C:14]=1[C:15]([OH:17])=[O:16].N[C@H](C(O)=O)CC>>[NH2:12][C:13]1[N:21]=[CH:20][CH:19]=[CH:18][C:14]=1[C:15]([OH:17])=[O:16]. Procedure: Using the procedure in Example 56 and substituting 5-fluoroisatin for isatin and 2-amino-5-chloronicotinic acid (Abu El-Haj et al., U.S. Pat. No. 3,917,624, 1975) for 2-aminonicotinic acid gives the title compound. The reactants are [OH-].[Na+] (NaOH), FC(C=1C=CC(=NC1)OC1=CC=C(C=O)C=C1)(F)F (4-(5-Trifluoromethyl-pyridin-2-yloxy)-benzaldehyde). The reagents and catalysts are [N+](=O)([O-])[O-].[Ag+] (silver nitrate). Conditions: temperature 0 celsius, time 10 minute. Product: FC(C=1C=CC(=NC1)OC1=CC=C(C(=O)O)C=C1)(F)F (4-(5-trifluoromethyl-pyridin-2-yloxy)-benzoic acid). As a reaction SMILES: [OH-:1].[Na+].[F:3][C:4]([F:21])([F:20])[C:5]1[CH:6]=[CH:7][C:8]([O:11][C:12]2[CH:19]=[CH:18][C:15]([CH:16]=[O:17])=[CH:14][CH:13]=2)=[N:9][CH:10]=1>[N+]([O-])([O-])=O.[Ag+]>[F:21][C:4]([F:20])([F:3])[C:5]1[CH:6]=[CH:7][C:8]([O:11][C:12]2[CH:19]=[CH:18][C:15]([C:16]([OH:1])=[O:17])=[CH:14][CH:13]=2)=[N:9][CH:10]=1 |f:0.1,3.4|. Reported procedure: To aq. NaOH (3.2 g, 80 mmol) was added silver nitrate (3.4 g, 40 mmol) and stirred for 10 min., then the mixture was cooled to 0° C. and the above aldehyde (4.62 g, 17 mmol) was added. The mixture was stirred overnight, then filtrate through celite. The filtrate was collected and acidified with conc. HCl. The solid was collected by filtration and dried under vacuum to give 4-(5-trifluoromethyl-pyridin-2-yloxy)-benzoic acid. (3.5 g) Reactants: CN(C)C(=[N+](C)C)ON1C2=C(C=CC=C2)N=N1.[B-](F)(F)(F)F (TBTU), C(C)N(C(C)C)C(C)C (ethyldiisopropylamine), ClC1=CC=C(C=C1)C=1C=C(C=NC1O[C@H](C(F)(F)F)C)N (5-(4-chloro-phenyl)-6-((S)-2,2,2-trifluoro-1-methyl-ethoxy)-pyridin-3-ylamine), N1=NC(=CC=C1)C(=O)O (Pyridazine-3-carboxylic acid). Run in CN(C)C=O (DMF). Reaction conditions: time 1 hour. The product is ClC1=CC=C(C=C1)C=1C=C(C=NC1O[C@H](C(F)(F)F)C)NC(=O)C=1N=NC=CC1 ((S)-N-(5-(4-chlorophenyl)-6-(1,1,1-trifluoropropan-2-yloxy)pyridin-3-yl)pyridazine-3-carboxamide). The yield is 82.3%. As a reaction SMILES: [N:1]1[CH:6]=[CH:5][CH:4]=[C:3]([C:7]([OH:9])=O)[N:2]=1.CN(C(ON1N=NC2C=CC=CC1=2)=[N+](C)C)C.[B-](F)(F)(F)F.C(N(C(C)C)C(C)C)C.[Cl:41][C:42]1[CH:47]=[CH:46][C:45]([C:48]2[CH:49]=[C:50]([NH2:61])[CH:51]=[N:52][C:53]=2[O:54][C@@H:55]([CH3:60])[C:56]([F:59])([F:58])[F:57])=[CH:44][CH:43]=1>CN(C=O)C>[Cl:41][C:42]1[CH:43]=[CH:44][C:45]([C:48]2[CH:49]=[C:50]([NH:61][C:7]([C:3]3[N:2]=[N:1][CH:6]=[CH:5][CH:4]=3)=[O:9])[CH:51]=[N:52][C:53]=2[O:54][C@@H:55]([CH3:60])[C:56]([F:57])([F:58])[F:59])=[CH:46][CH:47]=1 |f:1.2|. Procedure: Pyridazine-3-carboxylic acid (CAN 2164-61-6; 43.1 mg, 347 μmol) was suspended in DMF (1.0 mL). TBTU (112 mg, 347 μmol), ethyldiisopropylamine (102 mg, 131 μl, 789 μmol,) and 5-(4-chloro-phenyl)-6-((S)-2,2,2-trifluoro-1-methyl-ethoxy)-pyridin-3-ylamine (0.100 g, 316 μmol) were added and the reaction mixture was stirred at room temperature for 1 h. The rection mixture was extracted with ethyl acetate and 1M citric acid solution; the organic phase was dried with MgSO4 and concentrated in vacuo. The... The reactants are ClC(C(C)(Cl)Cl)(Cl)Cl (1,1,1,2,2-pentachloropropane), C1=C(C(=CC(=C1Cl)Cl)Cl)OCCO (TCPE), ClC(C(CCl)Cl)(Cl)Cl (1,1,1,2,3-pentachloropropane), tetrachloropropanes, ClCC(CCl)Cl (1,2,3-trichloropropane), ClC(C(CCl)(Cl)Cl)Cl (1,1,2,2,3-pentachloropropane). Product: trichloropropenes, ClC(=C)C(Cl)(Cl)Cl (2,3,3,3-tetrachloropropene), ClC(=C(CCl)Cl)Cl (1,1,2,3-tetrachloropropene). As a reaction SMILES: ClCC(Cl)CCl.C1C(Cl)=C(Cl)C=C(Cl)C=1OCCO.[Cl:20][CH:21]([Cl:27])[C:22](Cl)([Cl:25])[CH2:23][Cl:24].[Cl:28][C:29]([Cl:35])([Cl:34])[CH:30]([Cl:33])[CH2:31]Cl.ClC(Cl)(Cl)C(Cl)(Cl)C>>[Cl:33][C:30]([C:29]([Cl:35])([Cl:34])[Cl:28])=[CH2:31].[Cl:20][C:21]([Cl:27])=[C:22]([Cl:25])[CH2:23][Cl:24]. Reported procedure: The overhead stream comprising 1,2,3-trichloropropane, TCPE, tetrachloropropanes, 1,1,2,2,3-pentachloropropane, 1,1,1,2,3-pentachloropropane, and 1,1,1,2,2-pentachloropropane is then provided to a reactor where it is dehydrochlorinated to provide dichloropropenes, trichloropropenes, 2,3,3,3-tetrachloropropene, and 1,1,2,3-tetrachloropropene. More specifically, dehydrochlorination reactor may typically be a batch or a continuous stirred tank reactor. The mixing can be done, e.g., by mechanical or... Reactants: OC(c1ccccc1)(C(F)(F)F)C(F)(F)F, O, O=[N+]([O-])O. Yields the product O=[N+]([O-])c1cccc(C(O)(C(F)(F)F)C(F)(F)F)c1. Reaction SMILES: [F:5][C:6]([C:7]([C:8]([F:9])([F:10])[F:11])([OH:12])[c:13]1[cH:14][cH:15][cH:16][cH:17][cH:18]1)([F:19])[F:20].[OH2:21].[OH:1][N+:2]([O-:3])=[O:4]>>[O-:1][N+:2](=[O:4])[c:17]1[cH:16][cH:15][cH:14][c:13]([C:7]([C:6]([F:5])([F:19])[F:20])([C:8]([F:9])([F:10])[F:11])[OH:12])[cH:18]1. Starting materials: C1CCOC1, CCOC(=O)c1cncc(-c2cc3nc(Cl)nc(N4CCOCC4)c3s2)c1, [Li+], [OH-], O, O. The product is O=C(O)c1cncc(-c2cc3nc(Cl)nc(N4CCOCC4)c3s2)c1. RXN SMILES: [CH2:31]1[O:32][CH2:33][CH2:34][CH2:35]1.[Cl:1][c:2]1[n:3][c:4]([N:22]2[CH2:23][CH2:24][O:25][CH2:26][CH2:27]2)[c:5]2[c:6]([n:7]1)[cH:8][c:9](-[c:11]1[cH:12][c:13]([C:17](=[O:18])[O:19][CH2:20][CH3:21])[cH:14][n:15][cH:16]1)[s:10]2.[Li+:30].[OH-:29].[OH2:28].[OH2:36]>>[Cl:1][c:2]1[n:3][c:4]([N:22]2[CH2:23][CH2:24][O:25][CH2:26][CH2:27]2)[c:5]2[c:6]([n:7]1)[cH:8][c:9](-[c:11]1[cH:12][c:13]([C:17](=[O:18])[OH:19])[cH:14][n:15][cH:16]1)[s:10]2.